Task: describe an organic reaction: reactants, conditions, products, and yield. Dataset: the Open Reaction Database (ORD), a public repository of structured organic reaction records Starting materials: O=[N+]([O-])c1ccc(Br)cc1, CC(=O)[O-], CC(=O)[O-], COc1ccc(N)cc1, C1COCCO1, [Pd+2], c1ccc(P(c2ccccc2)c2ccc3ccccc3c2-c2c(P(c3ccccc3)c3ccccc3)ccc3ccccc23)cc1. Product: COc1ccc(Nc2ccc([N+](=O)[O-])cc2)cc1. As a reaction SMILES: [Br:47][c:48]1[cH:49][cH:50][c:51]([N+:54](=[O:55])[O-:56])[cH:52][cH:53]1.[C:72]([O-:73])(=[O:74])[CH3:75].[C:77]([O-:78])(=[O:79])[CH3:80].[CH3:57][O:58][c:59]1[cH:60][cH:61][c:62]([NH2:63])[cH:64][cH:65]1.[O:66]1[CH2:67][CH2:68][O:69][CH2:70][CH2:71]1.[Pd+2:76].[cH:1]1[cH:2][cH:3][c:4]([P:5]([c:6]2[cH:7][cH:8][c:9]3[c:10]([cH:11][cH:12][cH:13][cH:14]3)[c:15]2-[c:16]2[c:17]3[c:18]([cH:19][cH:20][cH:21][cH:22]3)[cH:23][cH:24][c:25]2[P:26]([c:27]2[cH:28][cH:29][cH:30][cH:31][cH:32]2)[c:33]2[cH:34][cH:35][cH:36][cH:37][cH:38]2)[c:39]2[cH:40][cH:41][cH:42][cH:43][cH:44]2)[cH:45][cH:46]1>>[c:48]1([NH:63][c:62]2[cH:61][cH:60][c:59]([O:58][CH3:57])[cH:65][cH:64]2)[cH:49][cH:50][c:51]([N+:54](=[O:55])[O-:56])[cH:52][cH:53]1. Conditions: time 5 minute. The product is C(#N)C1=CC=C(C(=O)NC=2C=C(C(=O)OC)C=CC2)C=C1 (methyl 3-[(4-cyanobenzoyl)amino]benzoate). Procedure details: To a solution of methyl 4-aminobenzoate (500 mg, 3.31 mmol) in anydrous pyridine (10 mL) was added dropwise 4-cyanobenzoyl chloride (660 mg, 4.0 mmol) at 0° C. After 5 min the temperature was allowed to warm up to rt. After 3 hrs aminomethyl resin (Polymers Laboratories PL-AMS, 1.96 mmol/g, 720 mg) was added and the resulting mixture was stirred overnight at rt. After rinsing the resin and filtration, water (25 mL) was added to the filtrate and a beige solid precipated out. Filtration and washin... As a reaction SMILES: N[C:2]1[CH:11]=[CH:10][C:5]([C:6]([O:8][CH3:9])=[O:7])=[CH:4][CH:3]=1.[C:12]([C:14]1[CH:22]=[CH:21][C:17]([C:18](Cl)=[O:19])=[CH:16][CH:15]=1)#[N:13].[N:23]1C=CC=CC=1>>[C:12]([C:14]1[CH:22]=[CH:21][C:17]([C:18]([NH:23][C:3]2[CH:4]=[C:5]([CH:10]=[CH:11][CH:2]=2)[C:6]([O:8][CH3:9])=[O:7])=[O:19])=[CH:16][CH:15]=1)#[N:13]. Reactants: NC1=CC=C(C(=O)OC)C=C1 (methyl 4-aminobenzoate), C(#N)C1=CC=C(C(=O)Cl)C=C1 (4-cyanobenzoyl chloride), N1=CC=CC=C1 (pyridine). Starting materials: NN1C2=C(C(=C(C1=O)C1=NS(C3=C(N1)C=CC=C3)(=O)=O)O)SC=C2 (4-amino-6-(1,1-dioxido-4H-1,2,4-benzothiadiazin-3-yl)-7-hydroxythieno[3,2-b]pyridin 5(4H)-one), S1C=NC=C1C=O (1,3-thiazole-5-carbaldehyde). Run in CN(C(C)=O)C (N,N-dimethylacetamide). Conditions: temperature 25 celsius. Product: O=S1(N=C(NC2=C1C=CC=C2)C2=C(C1=C(N(C2=O)N=CC2=CN=CS2)C=CS1)O)=O (6-(1,1-dioxido-4H-1,2,4-benzothiadiazin-3-yl)-7-hydroxy-4-{[1,3-thiazol-5-ylmethylene]amino}thieno[3,2-b]pyridin-5(4H)-one). Reaction SMILES: [NH2:1][N:2]1[C:7](=[O:8])[C:6]([C:9]2[NH:14][C:13]3[CH:15]=[CH:16][CH:17]=[CH:18][C:12]=3[S:11](=[O:20])(=[O:19])[N:10]=2)=[C:5]([OH:21])[C:4]2[S:22][CH:23]=[CH:24][C:3]1=2.[S:25]1[C:29]([CH:30]=O)=[CH:28][N:27]=[CH:26]1>CN(C)C(=O)C>[O:19]=[S:11]1(=[O:20])[C:12]2[CH:18]=[CH:17][CH:16]=[CH:15][C:13]=2[NH:14][C:9]([C:6]2[C:7](=[O:8])[N:2]([N:1]=[CH:30][C:29]3[S:25][CH:26]=[N:27][CH:28]=3)[C:3]3[CH:24]=[CH:23][S:22][C:4]=3[C:5]=2[OH:21])=[N:10]1. Procedure details: The product of Example 268D (0.115 g, 0.30 mmol) was reacted with 1,3-thiazole-5-carbaldehyde (0.35 g, 3.0 mmol) in N,N-dimethylacetamide (3 mL) in a sealed tube at 140° C. for 80 minutes in a microwave reactor. The reaction was cooled to 25° C. and concentrated under vacuum. The resulting residue was triturated with 0.1 M HCl (20 mL) and filtered to give the title compound. Starting materials: Cl, Cc1c(-c2ccc(C(=O)Cl)s2)noc1C(F)(F)F, OCC1CCCNC1. Product: Cc1c(-c2ccc(C(=O)N3CCCC(CO)C3)s2)noc1C(F)(F)F. RXN SMILES: [ClH:27].[F:1][C:2]([c:3]1[c:4]([CH3:16])[c:5](-[c:8]2[cH:9][cH:10][c:11]([C:13](=[O:14])[Cl:15])[s:12]2)[n:6][o:7]1)([F:17])[F:18].[NH:19]1[CH2:20][CH:21]([CH2:25][OH:26])[CH2:22][CH2:23][CH2:24]1>>[F:1][C:2]([c:3]1[c:4]([CH3:16])[c:5](-[c:8]2[cH:9][cH:10][c:11]([C:13](=[O:14])[N:19]3[CH2:20][CH:21]([CH2:25][OH:26])[CH2:22][CH2:23][CH2:24]3)[s:12]2)[n:6][o:7]1)([F:17])[F:18]. Reactants: CCN(C(C)C)C(C)C, CCn1cc(-c2nc(Cl)cc(C#N)c2C(=O)OC)cn1, CC(C)(C)OC(=O)NC1CCCCC1N, CN(C)C=O. Product: CCn1cc(-c2nc(NC3CCCCC3NC(=O)OC(C)(C)C)cc(C#N)c2C(=O)OC)cn1. As a reaction SMILES: [CH:21]([N:22]([CH2:23][CH3:24])[CH:25]([CH3:26])[CH3:27])([CH3:28])[CH3:29].[Cl:1][c:2]1[n:3][c:4](-[c:14]2[cH:15][n:16][n:17]([CH2:19][CH3:20])[cH:18]2)[c:5]([C:6](=[O:7])[O:8][CH3:9])[c:10]([C:12]#[N:13])[cH:11]1.[NH2:30][CH:31]1[CH:32]([NH:37][C:38]([O:39][C:40]([CH3:41])([CH3:42])[CH3:43])=[O:44])[CH2:33][CH2:34][CH2:35][CH2:36]1.[O:45]=[CH:46][N:47]([CH3:48])[CH3:49]>>[c:2]1([NH:30][CH:31]2[CH:32]([NH:37][C:38]([O:39][C:40]([CH3:41])([CH3:42])[CH3:43])=[O:44])[CH2:33][CH2:34][CH2:35][CH2:36]2)[n:3][c:4](-[c:14]2[cH:15][n:16][n:17]([CH2:19][CH3:20])[cH:18]2)[c:5]([C:6](=[O:7])[O:8][CH3:9])[c:10]([C:12]#[N:13])[cH:11]1. The reactants are CC1=CC=C(C=C1)[C@@H]1SC2=C(NC([C@@H]1O)=O)C=CC(=C2)COC(C2=CC=CC=C2)(C2=CC=CC=C2)C2=CC=CC=C2 ((-)-cis-2-(4-methylphenyl)-3-hydroxy-8-trityloxymethyl-2,3-dihydro-1,5-benzothiazepin-4(5H)-one), Cl.CN(CCCl)C (2-(dimethylamino)ethyl chloride hydrochloride), C([O-])([O-])=O.[K+].[K+] (potassium carbonate). Run in CC(=O)C (acetone). Product: CC1=CC=C(C=C1)[C@@H]1SC2=C(N(C([C@@H]1O)=O)CCN(C)C)C=CC(=C2)COC(C2=CC=CC=C2)(C2=CC=CC=C2)C2=CC=CC=C2 ((-)-cis-2-(4-methylphenyl)-3-hydroxy-5-[2-(dimethylamino)ethyl]-8-trityloxymethyl-2,3-dihydro-1,5-benzothiazepin-4(5H) -one). The yield is 92.6%. As a reaction SMILES: [CH3:1][C:2]1[CH:7]=[CH:6][C:5]([C@H:8]2[C@@H:14]([OH:15])[C:13](=[O:16])[NH:12][C:11]3[CH:17]=[CH:18][C:19]([CH2:21][O:22][C:23]([C:36]4[CH:41]=[CH:40][CH:39]=[CH:38][CH:37]=4)([C:30]4[CH:35]=[CH:34][CH:33]=[CH:32][CH:31]=4)[C:24]4[CH:29]=[CH:28][CH:27]=[CH:26][CH:25]=4)=[CH:20][C:10]=3[S:9]2)=[CH:4][CH:3]=1.Cl.[CH3:43][N:44]([CH3:48])[CH2:45][CH2:46]Cl.C(=O)([O-])[O-].[K+].[K+]>CC(C)=O>[CH3:1][C:2]1[CH:3]=[CH:4][C:5]([C@H:8]2[C@@H:14]([OH:15])[C:13](=[O:16])[N:12]([CH2:46][CH2:45][N:44]([CH3:48])[CH3:43])[C:11]3[CH:17]=[CH:18][C:19]([CH2:21][O:22][C:23]([C:24]4[CH:29]=[CH:28][CH:27]=[CH:26][CH:25]=4)([C:30]4[CH:31]=[CH:32][CH:33]=[CH:34][CH:35]=4)[C:36]4[CH:41]=[CH:40][CH:39]=[CH:38][CH:37]=4)=[CH:20][C:10]=3[S:9]2)=[CH:6][CH:7]=1 |f:1.2,3.4.5|. Procedure: A mixture comprising 2.48 g of (-)-cis-2-(4-methylphenyl)-3-hydroxy-8-trityloxymethyl-2,3-dihydro-1,5-benzothiazepin-4(5H)-one, 0.75 g of 2-(dimethylamino)ethyl chloride hydrochloride, 1.70 g of potassium carbonate and 50 ml of acetone was refluxed overnight while stirring. After the mixture was cooled, insoluble materials were removed by filtration, and the filtrate was concentrated under reduced pressure. The residual was recrystallized from a mixed solution of ethyl acetate and n-hexane to gi...